This data is from the Open Reaction Database (ORD), a public repository of structured organic reaction records. The task is: describe an organic reaction: reactants, conditions, products, and yield The reactants are CCN(C(C)C)C(C)C, O=C(Nc1ccc(O)cc1)c1cc(Cl)ncn1, O=C(Cl)c1cc(Cl)ncn1, ClCCl, Nc1ccc2[nH]ncc2c1, CN(C)C=O. Yields the product O=C(Nc1ccc2[nH]ncc2c1)c1cc(Cl)ncn1. As a reaction SMILES: [CH:38]([N:39]([CH2:40][CH3:41])[CH:42]([CH3:43])[CH3:44])([CH3:45])[CH3:46].[Cl:11][c:12]1[n:13][cH:14][n:15][c:16]([C:17]([NH:18][c:19]2[cH:20][cH:21][c:22]([OH:23])[cH:24][cH:25]2)=[O:26])[cH:27]1.[Cl:1][c:2]1[cH:3][c:4]([C:8](=[O:9])[Cl:10])[n:5][cH:6][n:7]1.[Cl:47][CH2:48][Cl:49].[NH2:28][c:29]1[cH:30][c:31]2[cH:32][n:33][nH:34][c:35]2[cH:36][cH:37]1.[O:50]=[CH:51][N:52]([CH3:53])[CH3:54]>>[Cl:1][c:2]1[cH:3][c:4]([C:8](=[O:9])[NH:28][c:29]2[cH:30][c:31]3[cH:32][n:33][nH:34][c:35]3[cH:36][cH:37]2)[n:5][cH:6][n:7]1. The reactants are ClC1=CC=C(C=C1)SC1=C2N(C=3C=C(C=C(C13)C(C)O)F)CCC2CC(=O)OC ((+/−)-Methyl [9-[(4-chlorophenyl)sulfanyl]-6-fluoro-8-(1-hydroxyethyl)-2,3-dihydro-1H-pyrrolo[1,2-a]indol-1-yl]acetate), [H-].[Na+] (NaH), CI (MeI). Run in CN(C)C=O (DMF). Reaction conditions: temperature 0 celsius, time 20 minute. The product is ClC1=CC=C(C=C1)SC1=C2N(C=3C=C(C=C(C13)C(C)OC)F)CCC2CC(=O)OC ((+/−)-Methyl [9-[(4-chlorophenyl)sulfanyl]-6-fluoro-8-(1-methoxyethyl)-2,3-dihydro-1H-pyrrolo[1,2-a]indol-1-yl]acetate). Yield: 80.4%. As a reaction SMILES: [Cl:1][C:2]1[CH:7]=[CH:6][C:5]([S:8][C:9]2[C:17]3[C:16]([CH:18]([OH:20])[CH3:19])=[CH:15][C:14]([F:21])=[CH:13][C:12]=3[N:11]3[CH2:22][CH2:23][CH:24]([CH2:25][C:26]([O:28][CH3:29])=[O:27])[C:10]=23)=[CH:4][CH:3]=1.[H-].[Na+].[CH3:32]I>CN(C=O)C>[Cl:1][C:2]1[CH:7]=[CH:6][C:5]([S:8][C:9]2[C:17]3[C:16]([CH:18]([O:20][CH3:32])[CH3:19])=[CH:15][C:14]([F:21])=[CH:13][C:12]=3[N:11]3[CH2:22][CH2:23][CH:24]([CH2:25][C:26]([O:28][CH3:29])=[O:27])[C:10]=23)=[CH:4][CH:3]=1 |f:1.2|. Reported procedure: To a solution of the alcohol of Step 1 (105 mg, 0.25 mmol) in DMF (5 mL) at 0° C. was added NaH (11 mg, 0.3 mmol). The reaction mixture was stirred at 0° C. for 20 minutes and MeI (51 mg, 0.4 mmol) was added. The reaction was stirred at 0° C. for 30 minutes and quenched with saturated aqueous NH4Cl and extracted with EtOAc. The combined organic layers were washed with brine, dried over Na2SO4 and concentrated. The residue was purified by silica gel chromatography eluted with 30% EtOAc in Hexanes... The reactants are CS(=O)C1=NN=C(S1)N=C=O (5-methylsulfinyl-1,3,4-thiadiazol-2-yl isocyanate), diethyl acetal, C(CC)C(C#C)(CCC)NCC=O (2-(1,1-dipropylprop-2-ynylamino)acetaldehyde). Run in C1=CC=CC=C1 (benzene), C1=CC=CC=C1 (benzene). Product: diethyl acetal, C(CC)C(C#C)(CCC)N(C(=O)NC=1SC(=NN1)S(=O)C)CC=O (2-[1-(1,1-dipropylprop-2-ynyl)-3-(5-methylsulfinyl-1,3,4-thiadiazol-2-yl)ureido]acetaldehyde). RXN SMILES: [CH3:1][S:2]([C:4]1[S:8][C:7]([N:9]=[C:10]=[O:11])=[N:6][N:5]=1)=[O:3].[CH2:12]([C:15]([NH:21][CH2:22][CH:23]=[O:24])([CH2:18][CH2:19][CH3:20])[C:16]#[CH:17])[CH2:13][CH3:14]>C1C=CC=CC=1>[CH2:18]([C:15]([N:21]([CH2:22][CH:23]=[O:24])[C:10]([NH:9][C:7]1[S:8][C:4]([S:2]([CH3:1])=[O:3])=[N:5][N:6]=1)=[O:11])([CH2:12][CH2:13][CH3:14])[C:16]#[CH:17])[CH2:19][CH3:20]. Procedure details: A mixture of 5-methylsulfinyl-1,3,4-thiadiazol-2-yl isocyanate dimer (0.05 mole), the diethyl acetal of 2-(1,1-dipropylprop-2-ynylamino)acetaldehyde (0.1 mole) and benzene (60 ml) are charged into a glass reaction vessel equipped with a mechanical stirrer and reflux condenser. The reaction mixture is heated at reflux for a period of about 15 minutes. After this time the mixture is stripped of benzene under reduced pressure to yield a solid product as the residue. The residue is then recrystalliz... Yields the product N1([C@H](C(=O)O)CCC1)C(=O)OC(C)(C)C (Boc-Pro-OH), N([C@@H](C(C)C)C(=O)N)C(=O)OC(C)(C)C (Boc-Val-NH2). RXN SMILES: [N:1]1([C:16]([O:18][C:19]([CH3:22])([CH3:21])[CH3:20])=[O:17])[CH2:15][CH2:14][CH2:13][C@H:2]1[C:3]([NH:5][C@H](C(N)=O)C(C)C)=[O:4].Cl.[CH2:24]1CCC(N=C=NC2CCCCC2)CC1.C1C=CC2N([OH:48])N=NC=2C=1>>[N:1]1([C:16]([O:18][C:19]([CH3:22])([CH3:21])[CH3:20])=[O:17])[CH2:15][CH2:14][CH2:13][C@H:2]1[C:3]([OH:4])=[O:48].[NH:1]([C:16]([O:18][C:19]([CH3:20])([CH3:21])[CH3:22])=[O:17])[C@H:2]([C:3]([NH2:5])=[O:4])[CH:13]([CH3:14])[CH3:24] |f:2.3|. Starting materials: C1CCC(CC1)N=C=NC2CCCCC2.C=1C=CC2=C(C1)N=NN2O (DCC HOBt), Cl (HCl), Cl (HCl), N(α),N(ε) lysine, N1([C@H](C(=O)N[C@@H](C(C)C)C(=O)N)CCC1)C(=O)OC(C)(C)C (Boc-Pro-Val-NH2), N1([C@H](C(=O)N[C@@H](C(C)C)C(=O)N)CCC1)C(=O)OC(C)(C)C (Boc-Pro-Val-NH2). Procedure details: In such a synthesis, the lysine side chain is protected by a MSOC protective group introduced onto Boc-Lys-OH so as to form Boc-Lys(MSOC)-OH. The diprotected N(α),N(ε) lysine is coupled with Boc-Pro-Val-NH2, HCl by the conventional DCC/HOBt method. The Boc-Pro-Val-NH2, HCl reactant is in turn obtained in two steps from Boc-Pro-OH and Boc-Val-NH2. The overall yield is 33% calculated based on Boc-Lys(MSOC)-OH. The global synthesis scheme is illustrated in the scheme (I) hereunder: